From a dataset of the Open Reaction Database (ORD), a public repository of structured organic reaction records. describe an organic reaction: reactants, conditions, products, and yield RXN SMILES: [O:1]=[C:2]1[CH:7]=[CH:6][N:5]([CH2:8][C:9]([O:11][CH2:12][CH3:13])=[O:10])[CH:4]=[CH:3]1.C(O[CH:17](OCC)[N:18]([CH3:20])[CH3:19])C>>[CH3:17][N:18]([CH3:20])[CH:19]=[C:8]([N:5]1[CH:4]=[CH:3][C:2](=[O:1])[CH:7]=[CH:6]1)[C:9]([O:11][CH2:12][CH3:13])=[O:10]. Product: CN(C=C(C(=O)OCC)N1C=CC(C=C1)=O)C (ethyl 3-(dimethylamino)-2-(4-oxopyridin-1(4H)-yl)acrylate). The reactants are O=C1C=CN(C=C1)CC(=O)OCC (ethyl 2-(4-oxopyridin-1(4H)-yl)acetate), C(C)OC(N(C)C)OCC (1,1-diethoxy-N,N-dimethylmethanamine). Procedure: The title compound was prepared in a manner similar to Example Preparation 10 using ethyl 2-(4-oxopyridin-1(4H)-yl)acetate and 1,1-diethoxy-N,N-dimethylmethanamine to give the title compound. MS m/z 237 [M+H]+. 1H NMR (400 MHz, DMSO-d6) δ ppm 1.16 (t, J=7.1 Hz, 3H) 2.86 (br. s, 6H) 4.06 (q, J=7.1 Hz, 2H) 6.01-6.11 (m, 2H) 7.43-7.47 (m, 2H) 7.48 (s, 1H). Starting materials: S1(=O)(=O)CC=CC1 (3-sulfolene), N1C(=CC=C1)C=O (pyrrole-2-aldehyde), O([Na])C (NaOCH3). Run in [OH-].[Na+] (NaOH), CO (methanol). Reaction conditions: time 5 day. Yields the product N1C(=CC=C1)C=C1S(C(C=C1)=CC=1NC=CC1)(=O)=O (2,5-Bis-(2-pyrrylmethylidene)-2,5-dihydrothiophene-1,1-dioxide). As a reaction SMILES: [S:1]1([CH2:7][CH:6]=[CH:5][CH2:4]1)(=[O:3])=[O:2].[NH:8]1[CH:12]=[CH:11][CH:10]=[C:9]1[CH:13]=O.O(C)[Na]>[OH-].[Na+].CO>[NH:8]1[CH:12]=[CH:11][CH:10]=[C:9]1[CH:13]=[C:4]1[CH:5]=[CH:6][C:7](=[CH:13][C:9]2[NH:8][CH:12]=[CH:11][CH:10]=2)[S:1]1(=[O:3])=[O:2] |f:3.4|. Procedure details: About 20 mmol (2.36 g) of 3-sulfolene (MW=118) and 42 mmol (4 g) of pyrrole-2-aldehyde (MW=95) were dissolved in an alkaline solution of 1.5 g of NaOH and 1.9 g of NaOCH3 in 70 ml of methanol. The mixture was stirred at room temperature for 5 days. The black-brown reaction mixture was concentrated.